From a dataset of the Open Reaction Database (ORD), a public repository of structured organic reaction records. describe an organic reaction: reactants, conditions, products, and yield The reactants are COC(=O)C(=O)OC, C1CCOC1, [Li]CCCC, COCn1ccnc1Sc1ccccc1, CCOCC, [Cl-], [NH4+]. Yields the product COCn1c(C(=O)C(=O)OC)cnc1Sc1ccccc1. RXN SMILES: [C:21]([C:22](=[O:23])[O:24][CH3:25])(=[O:26])[O:27][CH3:28].[CH2:31]1[O:32][CH2:33][CH2:34][CH2:35]1.[CH3:16][CH2:17][CH2:18][CH2:19][Li:20].[CH3:1][O:2][CH2:3][n:4]1[c:5]([S:9][c:10]2[cH:11][cH:12][cH:13][cH:14][cH:15]2)[n:6][cH:7][cH:8]1.[CH3:36][CH2:37][O:38][CH2:39][CH3:40].[Cl-:29].[NH4+:30]>>[CH3:1][O:2][CH2:3][n:4]1[c:5]([S:9][c:10]2[cH:11][cH:12][cH:13][cH:14][cH:15]2)[n:6][cH:7][c:8]1[C:21]([C:22](=[O:23])[O:24][CH3:25])=[O:26]. Product: CN(C(=O)C1=CC2=NC=CC(=C2S1)NC=1C=C2C=C(NC2=CC1)C)CC1=CC=NC=C1 (7-(2-Methyl-1H-indol-5-ylamino)-thieno[3,2-b]pyridine-2-carboxylic acid methyl-pyridin-4-ylmethyl-amide). Reported procedure: The title compound was prepared from 7-chloro-thieno[3,2-b]pyridine-2-carboxylic acid methyl-pyridin-4-ylmethyl-amide and 2-methyl-1H-indol-5-ylamine by a method analogous to Example 1C. MS: 428 (MH+); HPLC Rf: 4.26 min; HPLC purity: 93%. As a reaction SMILES: [CH3:1][N:2]([CH2:15][C:16]1[CH:21]=[CH:20][N:19]=[CH:18][CH:17]=1)[C:3]([C:5]1[S:13][C:12]2[C:7](=[N:8][CH:9]=[CH:10][C:11]=2Cl)[CH:6]=1)=[O:4].[CH3:22][C:23]1[NH:24][C:25]2[C:30]([CH:31]=1)=[CH:29][C:28]([NH2:32])=[CH:27][CH:26]=2>>[CH3:1][N:2]([CH2:15][C:16]1[CH:21]=[CH:20][N:19]=[CH:18][CH:17]=1)[C:3]([C:5]1[S:13][C:12]2[C:7](=[N:8][CH:9]=[CH:10][C:11]=2[NH:32][C:28]2[CH:29]=[C:30]3[C:25](=[CH:26][CH:27]=2)[NH:24][C:23]([CH3:22])=[CH:31]3)[CH:6]=1)=[O:4]. Reactants: CN(C(=O)C1=CC2=NC=CC(=C2S1)Cl)CC1=CC=NC=C1 (7-chloro-thieno[3,2-b]pyridine-2-carboxylic acid methyl-pyridin-4-ylmethyl-amide), CC=1NC2=CC=C(C=C2C1)N (2-methyl-1H-indol-5-ylamine). Reactants: Cl (Hydrogen chloride), N1=CC=C(C=C1)N1CCC2(CCN(CC2)C(=O)C2=CC=3CN(CCC3S2)C(=O)OC(C)(C)C)CC1 (tert-butyl 2-(9-(pyridin-4-yl)-3,9-diazaspiro[5.5]undecane-3-carbonyl)-6,7-dihydrothieno[3,2-c]pyridine-5(4H)-carboxylate). The solvent is CO (methanol), CO (methanol). Reaction conditions: time 30 minute. Product: Cl.N1=CC=C(C=C1)N1CCC2(CCN(CC2)C(=O)C2=CC=3CNCCC3S2)CC1 ((9-(Pyridin-4-yl)-3,9-diazaspiro[5.5]undecan-3-yl)(4,5,6,7-tetrahydrothieno[3,2-c]pyridin-2-yl)methanone hydrochloride). RXN SMILES: [ClH:1].[N:2]1[CH:7]=[CH:6][C:5]([N:8]2[CH2:36][CH2:35][C:11]3([CH2:16][CH2:15][N:14]([C:17]([C:19]4[S:27][C:26]5[CH2:25][CH2:24][N:23](C(OC(C)(C)C)=O)[CH2:22][C:21]=5[CH:20]=4)=[O:18])[CH2:13][CH2:12]3)[CH2:10][CH2:9]2)=[CH:4][CH:3]=1>CO>[ClH:1].[N:2]1[CH:7]=[CH:6][C:5]([N:8]2[CH2:36][CH2:35][C:11]3([CH2:16][CH2:15][N:14]([C:17]([C:19]4[S:27][C:26]5[CH2:25][CH2:24][NH:23][CH2:22][C:21]=5[CH:20]=4)=[O:18])[CH2:13][CH2:12]3)[CH2:10][CH2:9]2)=[CH:4][CH:3]=1 |f:3.4|. Reported procedure: Hydrogen chloride in methanol (2.3 ml, 2.82 mmol, 1.25 mol/l) was added at room temperature to a solution of tert-butyl 2-(9-(pyridin-4-yl)-3,9-diazaspiro[5.5]undecane-3-carbonyl)-6,7-dihydrothieno[3,2-c]pyridine-5(4H)-carboxylate (280 mg, 0.564 mmol) in methanol (2 ml), and the reaction mixture was refluxed for 2 h. The solvent was removed in vacuo, the residue was taken up in a small amount of ethanol (3 ml), and diethyl ether (50 ml) was added thereto. Cooling was then carried out for 30 min.... Reactants: ClC1=NC(=NC(=C1NC=O)Cl)NC=O (4,6-dichloro-2,5-diformamidopyrimidine), NOCCCP(OCC)(OCC)=O (diethyl 3-(aminooxy)propylphosphonate), C(C)(C)N(CC)C(C)C (diisopropylethylamine). Run in COCCOCCOC (diglyme). Reaction conditions: temperature 100 celsius. Product: ClC1=NC(=NC(=C1NC=O)NOCCCP(=O)(OCC)OCC)NC=O (4-Chloro-6-[[3-(diethoxyphosphoryl)propoxy]amino]-2,5-diformamidopyrimidine). The yield is 44.5%. Reaction SMILES: Cl[C:2]1[C:7]([NH:8][CH:9]=[O:10])=[C:6]([Cl:11])[N:5]=[C:4]([NH:12][CH:13]=[O:14])[N:3]=1.[NH2:15][O:16][CH2:17][CH2:18][CH2:19][P:20](=[O:27])([O:24][CH2:25][CH3:26])[O:21][CH2:22][CH3:23].C(N(C(C)C)CC)(C)C>COCCOCCOC>[Cl:11][C:6]1[C:7]([NH:8][CH:9]=[O:10])=[C:2]([NH:15][O:16][CH2:17][CH2:18][CH2:19][P:20]([O:21][CH2:22][CH3:23])([O:24][CH2:25][CH3:26])=[O:27])[N:3]=[C:4]([NH:12][CH:13]=[O:14])[N:5]=1. Procedure: A mixture of 4,6-dichloro-2,5-diformamidopyrimidine (1.48 g, 6.3 mmol), diethyl 3-(aminooxy)propylphosphonate (1.33 g, 6.3 mmol), diisopropylethylamine (2.19 ml, 12.6 mmol) in diglyme (20 ml) was heated at 100° C. for 11/2 hours. After cooling, the solvent was removed under reduced pressure. The residue was chromatographed on silica gel (dichloromethane-methanol (97:3) as eluant) to give the title compound as a yellow foam (1.15 g, 58% based on recovered pyrimidine). 1H NMR: δH ((CD3)2SO+D2O) 1.... The reactants are ClC=1N=CN(C1)C1=C(C=C(C=C1)NC(=N)SC)OC (Methyl 4-(4-chloro-1H-imidazol-1-yl)-3-methoxyphenylcarbamimidothioate), ClCCCCC(C(=O)O)C1=C(C=CC=C1)F (6-chloro-2-(2-fluorophenyl)hexanoic acid), NN (hydrazine), crude product. The product is ClCCCCC(C1=C(C=CC=C1)F)C1=NC(=NN1)NC1=CC(=C(C=C1)N1C=NC(=C1)Cl)OC (5-(5-chloro-1-(2-fluorophenyl)pentyl)-N-(4-(4-chloro-1H-imidazol-1-yl)-3-methoxyphenyl)-1H-1,2,4-triazol-3-amine). The yield is 100.0%. RXN SMILES: [Cl:1][C:2]1[N:3]=[CH:4][N:5]([C:7]2[CH:12]=[CH:11][C:10]([NH:13][C:14](SC)=[NH:15])=[CH:9][C:8]=2[O:18][CH3:19])[CH:6]=1.[Cl:20][CH2:21][CH2:22][CH2:23][CH2:24][CH:25]([C:29]1[CH:34]=[CH:33][CH:32]=[CH:31][C:30]=1[F:35])[C:26](O)=O.[NH2:36][NH2:37]>>[Cl:20][CH2:21][CH2:22][CH2:23][CH2:24][CH:25]([C:26]1[NH:37][N:36]=[C:14]([NH:13][C:10]2[CH:11]=[CH:12][C:7]([N:5]3[CH:6]=[C:2]([Cl:1])[N:3]=[CH:4]3)=[C:8]([O:18][CH3:19])[CH:9]=2)[N:15]=1)[C:29]1[CH:34]=[CH:33][CH:32]=[CH:31][C:30]=1[F:35]. Procedure details: Methyl 4-(4-chloro-1H-imidazol-1-yl)-3-methoxyphenylcarbamimidothioate (1.5 g, 5.05 mmol, from preparation A) and 6-chloro-2-(2-fluorophenyl)hexanoic acid (1.24 g, 5.05 mmol, from preparation AQ) were coupled and then reacted with hydrazine (0.635 mL, 20.2 mmol) using a procedure analogous to Step A of Example 13. The crude product, 5-(5-chloro-1-(2-fluorophenyl)pentyl)-N-(4-(4-chloro-1H-imidazol-1-yl)-3-methoxyphenyl)-1H-1,2,4-triazol-3-amine (2.68 g, 100% yield), was used in the subsequent ste... Starting materials: C#CC(C)(O)CC, CCOCC, CO, [Cu]I, O=C(NOCCO)c1ccc(F)c(F)c1Nc1ccc(I)cc1F. Yields the product CCC(C)(O)C#Cc1ccc(Nc2c(C(=O)NOCCO)ccc(F)c2F)c(F)c1. As a reaction SMILES: [CH3:25][C:26]([C:27]#[CH:28])([CH2:29][CH3:30])[OH:31].[CH3:32][CH2:33][O:34][CH2:35][CH3:36].[CH3:37][OH:38].[Cu:39][I:40].[F:1][c:2]1[c:3]([NH:16][c:17]2[c:18]([F:24])[cH:19][c:20]([I:23])[cH:21][cH:22]2)[c:4]([C:5](=[O:6])[NH:7][O:8][CH2:9][CH2:10][OH:11])[cH:12][cH:13][c:14]1[F:15]>>[F:1][c:2]1[c:3]([NH:16][c:17]2[c:18]([F:24])[cH:19][c:20]([C:28]#[C:27][C:26]([CH3:25])([CH2:29][CH3:30])[OH:31])[cH:21][cH:22]2)[c:4]([C:5](=[O:6])[NH:7][O:8][CH2:9][CH2:10][OH:11])[cH:12][cH:13][c:14]1[F:15]. Starting materials: BrC1=C(C=CC(=C1)O)CC(=O)OCC1=CC=CC=C1 (benzyl (2-bromo-4-hydroxyphenyl)acetate), C(C)(C)(C)[Si](C)(C)Cl (tert-butyl (chloro)dimethylsilane). The reagents and catalysts are CN(C)C1=CC=NC=C1 (N,N-dimethyl-4-aminopyridine). Solvent: ClCCl (dichloromethane), O (water). Run at time 2 hour. The product is BrC1=C(C=CC(=C1)O[Si](C)(C)C(C)(C)C)CC(=O)OCC1=CC=CC=C1 (benzyl (2-bromo-4-{[tert-butyl(dimethyl)silyl]oxy}phenyl)acetate). Yield: 97.0%. Reaction SMILES: [Br:1][C:2]1[CH:7]=[C:6]([OH:8])[CH:5]=[CH:4][C:3]=1[CH2:9][C:10]([O:12][CH2:13][C:14]1[CH:19]=[CH:18][CH:17]=[CH:16][CH:15]=1)=[O:11].[C:20]([Si:24](Cl)([CH3:26])[CH3:25])([CH3:23])([CH3:22])[CH3:21]>ClCCl.CN(C1C=CN=CC=1)C.O>[Br:1][C:2]1[CH:7]=[C:6]([O:8][Si:24]([C:20]([CH3:23])([CH3:22])[CH3:21])([CH3:26])[CH3:25])[CH:5]=[CH:4][C:3]=1[CH2:9][C:10]([O:12][CH2:13][C:14]1[CH:15]=[CH:16][CH:17]=[CH:18][CH:19]=1)=[O:11]. Reported procedure: To a solution of benzyl (2-bromo-4-hydroxyphenyl)acetate (2.00 g) in dichloromethane (30.0 mL) were added tert-butyl (chloro)dimethylsilane (1.13 g) and N,N-dimethyl-4-aminopyridine (913 mg) under ice-cooling, followed by stirring for 2 hours under ice-cooling. The reaction mixture was diluted with water, followed by extraction with ethyl acetate. The organic layer was dried over anhydrous sodium sulfate and concentrated under reduced pressure. The residue was purified by silica gel column chrom...